Dataset: the Open Reaction Database (ORD), a public repository of structured organic reaction records. Task: describe an organic reaction: reactants, conditions, products, and yield The reactants are O (water), C1=C(C=CC2=C1CCCCC2)O (6,7,8,9-tetrahydro-5H-benzocyclohepten-2-ol), C(=O)([O-])[O-].[Cs+].[Cs+] (Cs2CO3), BrCC1CCCCC1 ((bromomethyl)cyclohexane). Solvent: CN(C)C=O (DMF). Run at temperature 60 celsius. Product: C1(CCCCC1)COC=1C=CC2=C(CCCCC2)C1 (2-Cyclohexylmethoxy-6,7,8,9-tetrahydro-5H-benzocycloheptene). Reaction SMILES: [CH:1]1[C:6]2[CH2:7][CH2:8][CH2:9][CH2:10][CH2:11][C:5]=2[CH:4]=[CH:3][C:2]=1[OH:12].C([O-])([O-])=O.[Cs+].[Cs+].Br[CH2:20][CH:21]1[CH2:26][CH2:25][CH2:24][CH2:23][CH2:22]1.O>CN(C=O)C>[CH:21]1([CH2:20][O:12][C:2]2[CH:3]=[CH:4][C:5]3[CH2:11][CH2:10][CH2:9][CH2:8][CH2:7][C:6]=3[CH:1]=2)[CH2:26][CH2:25][CH2:24][CH2:23][CH2:22]1 |f:1.2.3|. Reported procedure: To a mixture of 6,7,8,9-tetrahydro-5H-benzocyclohepten-2-ol (Helvetica Chimica Acta 1947, 1883.) (9.9 g, 61.0 mmol) and Cs2CO3 (26.3 g, 73.2 mmol) in DMF (100 ML) was added (bromomethyl)cyclohexane (10.2 mL, 73.2 mmol). The mixture was heated to 60° C. for 18 h, dumped into water and extracted with ethyl acetate. The combined extracts were washed with water, dried over magnesium sulfate and concentrated to a solid. The solid was recrystallized from ethanol (13.0 g, 83%). m.p. 62-63° C. The reactants are C[Si](C)(C)C#N, O=P(Cl)(Cl)Cl, c1ccncc1, O=C1CCCc2sccc21. Yields the product N#CC1=CCCc2sccc21. As a reaction SMILES: [CH3:11][Si:12]([CH3:13])([CH3:14])[C:15]#[N:16].[P:17]([Cl:18])([Cl:19])([Cl:20])=[O:21].[cH:22]1[cH:23][cH:24][n:25][cH:26][cH:27]1.[s:1]1[c:2]2[c:3]([cH:4][cH:5]1)[C:6](=[O:10])[CH2:7][CH2:8][CH2:9]2>>[s:1]1[c:2]2[c:3]([cH:4][cH:5]1)[C:6]([C:15]#[N:16])=[CH:7][CH2:8][CH2:9]2. Starting materials: C1CCOC1, CCOC(=O)c1cnc(Cl)nc1C, NN. The product is CCOC(=O)c1cnc(NN)nc1C. As a reaction SMILES: [CH2:16]1[O:17][CH2:18][CH2:19][CH2:20]1.[Cl:1][c:2]1[n:3][cH:4][c:5]([C:9](=[O:10])[O:11][CH2:12][CH3:13])[c:6]([CH3:8])[n:7]1.[NH2:14][NH2:15]>>[c:2]1([NH:14][NH2:15])[n:3][cH:4][c:5]([C:9](=[O:10])[O:11][CH2:12][CH3:13])[c:6]([CH3:8])[n:7]1. The reactants are 10, ClCCl (dichloromethane), C(C)(=O)O[C@@H]1CC2=C(C[C@H]3[C@@H]4CC[C@H]([C@@H](CCCC(C)C)C)[C@]4(CC[C@@H]3[C@]2(CC1)C)C)CBr (3β-acetoxy-6-(bromomethyl)cholest-5-ene), C(C)OCCNCCOCC (bis(ethoxyethyl)amine). Solvent: O (water). The product is C(C)(=O)O[C@@H]1CC2=C(C[C@H]3[C@@H]4CC[C@H]([C@@H](CCCC(C)C)C)[C@]4(CC[C@@H]3[C@]2(CC1)C)C)CN(CCOCC)CCOCC (3β-acetoxy-6-[di(2-ethoxyethyl)aminomethyl]cholest-5-ene). As a reaction SMILES: [C:1]([O:4][C@H:5]1[CH2:29][CH2:28][C@@:27]2([CH3:30])[C:7](=[C:8]([CH2:32]Br)[CH2:9][C@@H:10]3[C@@H:26]2[CH2:25][CH2:24][C@@:23]2([CH3:31])[C@H:11]3[CH2:12][CH2:13][C@@H:14]2[C@H:15]([CH3:22])[CH2:16][CH2:17][CH2:18][CH:19]([CH3:21])[CH3:20])[CH2:6]1)(=[O:3])[CH3:2].[CH2:34]([O:36][CH2:37][CH2:38][NH:39][CH2:40][CH2:41][O:42][CH2:43][CH3:44])[CH3:35].ClCCl>O>[C:1]([O:4][C@H:5]1[CH2:29][CH2:28][C@@:27]2([CH3:30])[C:7](=[C:8]([CH2:32][N:39]([CH2:40][CH2:41][O:42][CH2:43][CH3:44])[CH2:38][CH2:37][O:36][CH2:34][CH3:35])[CH2:9][C@@H:10]3[C@@H:26]2[CH2:25][CH2:24][C@@:23]2([CH3:31])[C@H:11]3[CH2:12][CH2:13][C@@H:14]2[C@H:15]([CH3:22])[CH2:16][CH2:17][CH2:18][CH:19]([CH3:21])[CH3:20])[CH2:6]1)(=[O:3])[CH3:2]. Procedure: A solution of 10 parts of 3β-acetoxy-6-(bromomethyl)cholest-5-ene and 20 parts of bis(ethoxyethyl)amine in 13 parts of dichloromethane is allowed to stand at room temperatures for 24 hours, whereupon 5 volumes of water is introduced and the oil which separates is extracted with diethyl ether. The extract is washed with water, dried over anhydrous sodium sulfate, and stripped of solvent by vacuum distillation to give 3β-acetoxy-6-[di(2-ethoxyethyl)aminomethyl]cholest-5-ene as the residue. The pro... Reactants: Cl.N1CCC(CC1)OC1=CC=C(C=N1)C=1C=CC(NN1)=O (6-[6-(piperidin-4-yloxy)-pyridin-3-yl]-2H-pyridazin-3-one hydrochloride), CO (methanol), C(#N)[BH3-].[Na+] (sodium cyanoborohydride), C1(CCCC1)=O (cyclopentanone). Solvent: CN(C)C=O (DMF), C(C)(=O)O (acetic acid). Run at temperature 60 celsius, time 2 hour. The product is C1(CCCC1)N1CCC(CC1)OC1=CC=C(C=N1)C=1C=CC(NN1)=O (6-[6-(1-Cyclopentyl-piperidin-4-yloxy)-pyridin-3-yl]-2H-pyridazin-3-one). As a reaction SMILES: Cl.[NH:2]1[CH2:7][CH2:6][CH:5]([O:8][C:9]2[N:14]=[CH:13][C:12]([C:15]3[CH:16]=[CH:17][C:18](=[O:21])[NH:19][N:20]=3)=[CH:11][CH:10]=2)[CH2:4][CH2:3]1.CO.[C:24]1(=O)[CH2:28][CH2:27][CH2:26][CH2:25]1.C([BH3-])#N.[Na+]>CN(C=O)C.C(O)(=O)C>[CH:24]1([N:2]2[CH2:3][CH2:4][CH:5]([O:8][C:9]3[N:14]=[CH:13][C:12]([C:15]4[CH:16]=[CH:17][C:18](=[O:21])[NH:19][N:20]=4)=[CH:11][CH:10]=3)[CH2:6][CH2:7]2)[CH2:28][CH2:27][CH2:26][CH2:25]1 |f:0.1,4.5|. Reported procedure: 6-[6-(piperidin-4-yloxy)-pyridin-3-yl]-2H-pyridazin-3-one hydrochloride (407 mg, 1.18 mmol) in a mixture of DMF (5 mL), methanol (15 mL), and acetic acid (250 μL) was added cyclopentanone (314 μL, 3.54 mmol), followed by sodium cyanoborohydride (371 mg, 5.9 mmol). After stirring at 60° C. for 2 h, the reaction was concentrated, partitioned between dichloromethane/1N sodium carbonate, washed with water/brine, dried over sodium sulfate, and concentrated. The product was purified using prep TLC pla... Starting materials: C[Si](N[Si](C)(C)C)(C)C.[Li] (lithium hexamethyldisilazane), S1C(=CC=C1)C=O (thiophene-2-carbaldehyde), CC=1C=C(C[Mg]Cl)C=C(C1)C (3,5-dimethylbenzylmagnesium chloride). Run in C1(=CC=CC=C1)C (toluene), O1CCCC1 (tetrahydrofuran). Run at time 3 hour. Yields the product CC=1C=C(C=C(C1)C)CC(C=1SC=CC1)N (2-(3,5-Dimethyl-phenyl)-1-thien-2-yl-ethylamine). Isolated yield 30.0%. RXN SMILES: [S:1]1[CH:5]=[CH:4][CH:3]=[C:2]1[CH:6]=O.C[Si](C)(C)[NH:10][Si](C)(C)C.[Li].[CH3:18][C:19]1[CH:20]=[C:21]([CH:25]=[C:26]([CH3:28])[CH:27]=1)[CH2:22][Mg]Cl>C1(C)C=CC=CC=1.O1CCCC1>[CH3:18][C:19]1[CH:20]=[C:21]([CH2:22][CH:6]([NH2:10])[C:2]2[S:1][CH:5]=[CH:4][CH:3]=2)[CH:25]=[C:26]([CH3:28])[CH:27]=1 |f:1.2,^1:16|. Reported procedure: A solution of thiophene-2-carbaldehyde (2.24 g) in anhydrous toluene was cooled to 0° C. under nitrogen inert-gas atmosphere and a solution of lithium hexamethyldisilazane (LiHMDS, 22 ml, 1.1 equiv.) was added via cannula over a 30 min period. The reaction mixture was allowed to warm up to room temperature for 2 h. After cooling to 0° C. again a solution of 3,5-dimethylbenzylmagnesium chloride (50 ml, ca. 1.5 equiv.) in tetrahydrofuran (THF) was added within 10 min and the reaction mixture allow...